This data is from the Open Reaction Database (ORD), a public repository of structured organic reaction records. The task is: describe an organic reaction: reactants, conditions, products, and yield Reactants: [H-].[Al+3].[Li+].[H-].[H-].[H-] (lithium aluminium hydride), C(=O)(OC)CCCOC1=CC=C(C=C1)CC(C)NCC(C1=CC(=CC=C1)C(F)(F)F)O (N-[2-(4-(3-carbomethoxypropoxy)phenyl)-1-methylethyl)-2-hydroxy-2-(3-trifluoromethylphenyl)ethanamine), O (Water), [OH-].[Na+] (sodium hydroxide), O (water). Solvent: O1CCCC1 (tetrahydrofuran), O1CCCC1 (tetrahydrofuran). The product is OCCCCOC1=CC=C(C=C1)CC(C)NCC(C1=CC(=CC=C1)C(F)(F)F)O (N-[2-(4-(4-hydroxybutoxy)phenyl)-1-methylethyl]-2-hydroxy-2-(3-trifluoromethylphenyl)ethanamine). Isolated yield 60.1%. As a reaction SMILES: [H-].[Al+3].[Li+].[H-].[H-].[H-].[C:7]([CH2:11][CH2:12][CH2:13][O:14][C:15]1[CH:20]=[CH:19][C:18]([CH2:21][CH:22]([NH:24][CH2:25][CH:26]([OH:37])[C:27]2[CH:32]=[CH:31][CH:30]=[C:29]([C:33]([F:36])([F:35])[F:34])[CH:28]=2)[CH3:23])=[CH:17][CH:16]=1)(OC)=[O:8].O.[OH-].[Na+]>O1CCCC1>[OH:8][CH2:7][CH2:11][CH2:12][CH2:13][O:14][C:15]1[CH:20]=[CH:19][C:18]([CH2:21][CH:22]([NH:24][CH2:25][CH:26]([OH:37])[C:27]2[CH:32]=[CH:31][CH:30]=[C:29]([C:33]([F:35])([F:36])[F:34])[CH:28]=2)[CH3:23])=[CH:17][CH:16]=1 |f:0.1.2.3.4.5,8.9|. Procedure details: To a slurry of lithium aluminium hydride (200 mg) in dry tetrahydrofuran (20 ml) was added dropwise, with stirring, a solution of N-[2-(4-(3-carbomethoxypropoxy)phenyl)-1-methylethyl)-2-hydroxy-2-(3-trifluoromethylphenyl)ethanamine (800 mg) in dry tetrahydrofuran (30 ml). The mixture was stirred and heated under reflux for 2 hours after which time it was cooled in ice. Water (0.2 ml), 2 M sodium hydroxide (0.2 ml) and water (1 ml) were successively added, the resulting mixture filtered, the tetr... Reactants: NC1=NC=CC=C1 (2-aminopyridine), ClCC(CC(=O)OCC)=O (ethyl 4-chloroacetoacetate), C([O-])([O-])=O.[K+].[K+] (potassium carbonate). Solvent: C(C)#N (acetonitrile). The product is N=1C(=CN2C1C=CC=C2)CC(=O)OCC (Ethyl imidazo[1,2-a]pyridin-2-ylacetate). Yield: 8.4%. RXN SMILES: [NH2:1][C:2]1[CH:7]=[CH:6][CH:5]=[CH:4][N:3]=1.Cl[CH2:9][C:10](=O)[CH2:11][C:12]([O:14][CH2:15][CH3:16])=[O:13].C(=O)([O-])[O-].[K+].[K+]>C(#N)C>[N:1]1[C:10]([CH2:11][C:12]([O:14][CH2:15][CH3:16])=[O:13])=[CH:9][N:3]2[CH:4]=[CH:5][CH:6]=[CH:7][C:2]=12 |f:2.3.4|. Reported procedure: A solution of 14.6 g of 2-aminopyridine and 25.5 g of ethyl 4-chloroacetoacetate in 200 ml of acetonitrile was heated under reflux for 14.5 hours. At the end of this time, the reaction mixture was freed from the solvent by distillation under reduced pressure. The residue thus obtained was mixed with an aqueous solution of potassium carbonate, after which it was extracted with ethyl acetate. The extract was washed with an aqueous solution of sodium chloride and dried over anhydrous sodium sulfate...